This data is from the Open Reaction Database (ORD), a public repository of structured organic reaction records. The task is: describe an organic reaction: reactants, conditions, products, and yield The reactants are ice water, [BH4-].[Na+] (Sodium borohydride), O1CCCC1 (tetrahydrofuran), ClC1=CC=C(C=C1)C=1N=C(OC1C(C(=O)OCC)=O)N1C(=NC=C1)C (ethyl 2-(4-(4-chlorophenyl)-2-(2-methyl-1-imidazolyl)-5-oxazolyl]-2-oxoacetate). Solvent: CC(C)O (2-propanol). Run at time 30 minute. The product is ClC1=CC=C(C=C1)C=1N=C(OC1C(C(=O)OCC)O)N1C(=NC=C1)C (ethyl 2-[4-(4-chlorophenyl)-2-(2-methyl-1-imidazolyl)-5-oxazolyl]-2-hydroxyacetate). Yield: 74.7%. As a reaction SMILES: [BH4-].[Na+].O1CCCC1.[Cl:8][C:9]1[CH:14]=[CH:13][C:12]([C:15]2[N:16]=[C:17]([N:27]3[CH:31]=[CH:30][N:29]=[C:28]3[CH3:32])[O:18][C:19]=2[C:20](=[O:26])[C:21]([O:23][CH2:24][CH3:25])=[O:22])=[CH:11][CH:10]=1>CC(O)C>[Cl:8][C:9]1[CH:10]=[CH:11][C:12]([C:15]2[N:16]=[C:17]([N:27]3[CH:31]=[CH:30][N:29]=[C:28]3[CH3:32])[O:18][C:19]=2[CH:20]([OH:26])[C:21]([O:23][CH2:24][CH3:25])=[O:22])=[CH:13][CH:14]=1 |f:0.1|. Reported procedure: Sodium borohydride(95 mg) was added to a tetrahydrofuran(60 ml)-2-propanol(30 ml) solution of ethyl 2-(4-(4-chlorophenyl)-2-(2-methyl-1-imidazolyl)-5-oxazolyl]-2-oxoacetate(2.93 g) at 0° C. After stirring for 30 minutes, the reaction mixture was poured into ice water, and extracted with ethyl acetate. The ethyl acetate layer was washed with water, and dried(MgSO4). The solvent was evaporated to give ethyl 2-[4-(4-chlorophenyl)-2-(2-methyl-1-imidazolyl)-5-oxazolyl]-2-hydroxyacetate(2.20 g, 75%). ...